The task is: describe an organic reaction: reactants, conditions, products, and yield. This data is from the Open Reaction Database (ORD), a public repository of structured organic reaction records. Reactants: ClC1=C(C=NC2=CC=CC=C12)NC=O (4-Chloroquinolin-3-ylformamide), Cl.C(C)(C)(C)ON (O-(tert-butyl)hydroxylamine hydrochloride). Yields the product C(C)(C)(C)ON1C=NC=2C=NC=3C=CC=CC3C21 (1-tert-butoxy-1H-imidazo[4,5-c]quinoline). Yield: 70.5%. As a reaction SMILES: Cl[C:2]1[C:11]2[C:6](=[CH:7][CH:8]=[CH:9][CH:10]=2)[N:5]=[CH:4][C:3]=1[NH:12][CH:13]=O.Cl.[C:16]([O:20][NH2:21])([CH3:19])([CH3:18])[CH3:17]>>[C:16]([O:20][N:21]1[C:2]2[C:11]3[CH:10]=[CH:9][CH:8]=[CH:7][C:6]=3[N:5]=[CH:4][C:3]=2[N:12]=[CH:13]1)([CH3:19])([CH3:18])[CH3:17] |f:1.2|. Procedure details: 4-Chloroquinolin-3-ylformamide (4.1 g, 0.020 mol) was treated with O-(tert-butyl)hydroxylamine hydrochloride (2.8 g, 22 mmol) according to the method of Part B of Example 20 to provide 3.4 g of 1-tert-butoxy-1H-imidazo[4,5-c]quinoline, which was used without chromatographic purification. Reactants: CCOC(C)=O, Cl, NN1CCOCC1, CC12CC(O)C3(CCOC4C3C1C(=O)N4c1ccc(C#N)c(C(F)(F)F)c1)O2, c1ccncc1. Yields the product CC12CC(=NN3CCOCC3)C3(CCOC4C3C1C(=O)N4c1ccc(C#N)c(C(F)(F)F)c1)O2. As a reaction SMILES: [CH3:43][CH2:44][O:45][C:46]([CH3:47])=[O:48].[ClH:29].[NH2:30][N:31]1[CH2:32][CH2:33][O:34][CH2:35][CH2:36]1.[OH:1][CH:2]1[C:3]23[CH2:4][CH2:5][O:6][CH:7]4[N:8]([c:17]5[cH:18][c:19]([C:25]([F:26])([F:27])[F:28])[c:20]([C:21]#[N:22])[cH:23][cH:24]5)[C:9](=[O:16])[CH:10]([C:11]([CH3:14])([CH2:12]1)[O:13]2)[CH:15]34.[cH:37]1[cH:38][cH:39][n:40][cH:41][cH:42]1>>[C:2]1(=[N:30][N:31]2[CH2:32][CH2:33][O:34][CH2:35][CH2:36]2)[C:3]23[CH2:4][CH2:5][O:6][CH:7]4[N:8]([c:17]5[cH:18][c:19]([C:25]([F:26])([F:27])[F:28])[c:20]([C:21]#[N:22])[cH:23][cH:24]5)[C:9](=[O:16])[CH:10]([C:11]([CH3:14])([CH2:12]1)[O:13]2)[CH:15]34.